Dataset: the Open Reaction Database (ORD), a public repository of structured organic reaction records. Task: describe an organic reaction: reactants, conditions, products, and yield The reactants are C(C)(C)(C)OC(=O)N[C@H](C(=O)O)CC(C)(C)C ((2S)-tert-butoxycarbonylamino-4,4-dimethylpentanoic acid), C(C)(C)(C)OC(NC(C(C)(C)C)C(NC1C(CC2=CC=CC=C12)O)=O)=O ([1-(2-Hydroxy-indan-1-ylcarbamoyl)-2,2-dimethyl-propyl]-carbamic acid tert.butyl ester), ClNC([O-])=O (chlorocarbamate), C(C)(C)(C)OC(=O)NC(C(=O)O)C(C)(C)C (2-tert.butoxycarbonylamino-3,3-dimetylbutyric acid), N[C@@H]1[C@@H](CC2=CC=CC=C12)O ((1S,2R)-1-amino-2-indanol), C(C)OC(=O)C1(C(C1)C=C)NC(=O)C1N(CC(C1)OC1=CC(=NC2=CC(=CC=C12)OC)C1=CC=CC=C1)C(NC(C(C)(C)C)C(NC1C(CC2=CC=CC=C12)O)=O)=O (1-{[1-[1-(2-Hydroxy-indan-1-ylcarbamoyl)-2,2-dimethyl-propylcarbamoyl]4-(7-methoxy-2-phenyl-quinolin-4-yloxy)-pyrrolidin e-2-carbonyl]-amino}-2-vinyl-cyclopropanecarboxylic acid ethyl ester). The product is O[C@H]1[C@H](C2=CC=CC=C2C1)NC(=O)[C@H](CC(C)(C)C)NC(=O)N1[C@@H](C[C@H](C1)OC1=CC(=NC2=CC(=CC=C12)OC)C1=CC=CC=C1)C(=O)N[C@]1([C@@H](C1)C=C)C(=O)O ((1R,2S)-{[(2S,4R)-1-[(1S)-1-((1S,2R)-2-Hydroxy-indan-1-ylcarbamoyl)-3,3-dimethyl-butylcarbamoyl]-4-(7-methoxy-2-phenyl-quinolin-4-yloxy)-pyrrolidine-2-carbonyl]-amino}-2-vinyl-cyclopropanecarboxylic acid). Isolated yield 30.0%. As a reaction SMILES: C(O[C:6]([NH:8][C@@H:9]([CH2:13][C:14]([CH3:17])([CH3:16])[CH3:15])[C:10]([OH:12])=O)=[O:7])(C)(C)C.C(OC(NC(C(C)(C)C)C(O)=O)=O)(C)(C)C.[NH2:34][C@H:35]1[C:43]2[C:38](=[CH:39][CH:40]=[CH:41][CH:42]=2)[CH2:37][C@H:36]1[OH:44].C(OC(=O)NC(C(=O)NC1C2C(=CC=CC=2)CC1O)C(C)(C)C)(C)(C)C.ClNC(=O)[O-].C([O:78][C:79]([C:81]1([NH:86][C:87]([CH:89]2[CH2:93][CH:92]([O:94][C:95]3[C:104]4[C:99](=[CH:100][C:101]([O:105][CH3:106])=[CH:102][CH:103]=4)[N:98]=[C:97]([C:107]4[CH:112]=[CH:111][CH:110]=[CH:109][CH:108]=4)[CH:96]=3)[CH2:91][N:90]2C(=O)NC(C(=O)NC2C3C(=CC=CC=3)CC2O)C(C)(C)C)=[O:88])[CH2:83][CH:82]1[CH:84]=[CH2:85])=[O:80])C>>[OH:44][C@@H:36]1[CH2:37][C:38]2[C:43](=[CH:42][CH:41]=[CH:40][CH:39]=2)[C@@H:35]1[NH:34][C:10]([C@@H:9]([NH:8][C:6]([N:90]1[CH2:91][C@H:92]([O:94][C:95]2[C:104]3[C:99](=[CH:100][C:101]([O:105][CH3:106])=[CH:102][CH:103]=3)[N:98]=[C:97]([C:107]3[CH:112]=[CH:111][CH:110]=[CH:109][CH:108]=3)[CH:96]=2)[CH2:93][C@H:89]1[C:87]([NH:86][C@:81]1([C:79]([OH:80])=[O:78])[CH2:83][C@H:82]1[CH:84]=[CH2:85])=[O:88])=[O:7])[CH2:13][C:14]([CH3:15])([CH3:16])[CH3:17])=[O:12]. Procedure: (2S)-tert-butoxycarbonylamino-4,4-dimethylpentanoic acid was attached to the resin as described for the preparation of compound 16 followed by reaction with (1S,2R)-1-amino-2-indanol as described for the preparation of 17 and removal of the Boc group as described for 18. The afforded compound was then reacted with the chlorocarbamate achieved from 12 as described for the preparation of 13 which, after purification by HPLC, gave the title compound (14.2 mg, 30% yield), Purity by HPLC >95% M+H+776...